Dataset: the Open Reaction Database (ORD), a public repository of structured organic reaction records. Task: describe an organic reaction: reactants, conditions, products, and yield Reactants: N1=CC=CC=C1 (pyridine), C(C)(=O)OCC=1[C@@H]2[C@H]([C@@H](OC1)OC(C)OCC)[C@@H](CC2)C ((1S, 4aS, 7R, 7aR)-4-(acetoxymethyl)-1-[1-(ethoxy)ethoxy]-1, 4a, 5, 6, 7, 7a-hexahydro- 7-methylcyclopenta[c]pyran), [H][H] (hydrogen). Reagents/catalysts: [C].[Pd] (palladium carbon). Run in C(C)(=O)OCC (ethyl acetate). Yields the product C(C)OC(C)O[C@@H]1OC=C([C@@H]2[C@H]1[C@@H](CC2)C)C ((1S, 4aS, 7R, 7aR)-1-[1-(ethoxy)ethoxy]-1, 4a, 5, 6, 7, 7a-hexahydro-4, 7-dimethylcyclopenta[c]pyran). Yield: 74.5%. As a reaction SMILES: C(O[CH2:5][C:6]1[C@H:7]2[CH2:20][CH2:19][C@@H:18]([CH3:21])[C@H:8]2[C@H:9]([O:12][CH:13]([O:15][CH2:16][CH3:17])[CH3:14])[O:10][CH:11]=1)(=O)C.N1C=CC=CC=1.[H][H]>C(OCC)(=O)C.[C].[Pd]>[CH2:16]([O:15][CH:13]([O:12][C@H:9]1[C@@H:8]2[C@H:18]([CH3:21])[CH2:19][CH2:20][C@@H:7]2[C:6]([CH3:5])=[CH:11][O:10]1)[CH3:14])[CH3:17] |f:4.5|. Reported procedure: (1S, 4aS, 7R, 7aR)-4-(acetoxymethyl)-1-[1-(ethoxy)ethoxy]-1, 4a, 5, 6, 7, 7a-hexahydro- 7-methylcyclopenta[c]pyran (65 mg, 0.00024 mol) obtained in Example 26 was dissolved in 3 ml of ethyl acetate, and 0.05 ml of pyridine and 10% palladium carbon (3 mg) were added. The reaction mixture was stirred for 24 hours in a hydrogen gas atmosphere of 1 atm. After the catalyst was removed by celite filtration, concentration was effected. The residual matter was purified by chromatography using silica gel... Reactants: CNCC1Cc2c(n(C)c3ccc(O)cc23)C1, CN=C=O, [K+], [K+], O=C([O-])[O-], C1CCOC1. The product is CNCC1Cc2c(n(C)c3ccc(OC(=O)NC)cc23)C1. RXN SMILES: [CH3:1][n:2]1[c:3]2[c:4]([c:5]3[cH:6][c:7]([OH:11])[cH:8][cH:9][c:10]13)[CH2:12][CH:13]([CH2:15][NH:16][CH3:17])[CH2:14]2.[CH3:24][N:25]=[C:26]=[O:27].[K+:18].[K+:19].[O-:20][C:21]([O-:22])=[O:23].[O:28]1[CH2:29][CH2:30][CH2:31][CH2:32]1>>[CH3:1][n:2]1[c:3]2[c:4]([c:5]3[cH:6][c:7]([O:11][C:26]([NH:25][CH3:24])=[O:27])[cH:8][cH:9][c:10]13)[CH2:12][CH:13]([CH2:15][NH:16][CH3:17])[CH2:14]2. The reactants are COC(=O)c1c[nH]c2cc(Br)ccc12, CN(C)CCCl, Cl, [H-], [I-], [Na+], [Na+], CN(C)C=O. Product: COC(=O)c1cn(CCN(C)C)c2cc(Br)ccc12. As a reaction SMILES: [CH3:1][O:2][C:3](=[O:4])[c:5]1[cH:6][nH:7][c:8]2[cH:9][c:10]([Br:14])[cH:11][cH:12][c:13]12.[CH3:20][N:21]([CH2:22][CH2:23][Cl:24])[CH3:25].[ClH:19].[H-:15].[I-:18].[Na+:16].[Na+:17].[O:26]=[CH:27][N:28]([CH3:29])[CH3:30]>>[CH3:1][O:2][C:3](=[O:4])[c:5]1[cH:6][n:7]([CH2:23][CH2:22][N:21]([CH3:20])[CH3:25])[c:8]2[cH:9][c:10]([Br:14])[cH:11][cH:12][c:13]12. Reactants: BrC1=C(C(=C(C=C1)O)Cl)CO (4-bromo-2-chloro-3-(hydroxymethyl)phenol), O (water), C(#N)[Cu] (CuCN), CN(C)C=O (DMF). Solvent: C(Cl)Cl (DCM). Run at temperature 145 celsius, time 24 hour. The product is ClC1=C(C=CC=2C(OCC21)=O)O (4-chloro-5-hydroxy-2-benzofuran-1(3H)-one). As a reaction SMILES: Br[C:2]1[CH:7]=[CH:6][C:5]([OH:8])=[C:4]([Cl:9])[C:3]=1[CH2:10][OH:11].C([Cu])#N.CN([CH:18]=[O:19])C.O>C(Cl)Cl>[Cl:9][C:4]1[C:3]2[CH2:10][O:11][C:18](=[O:19])[C:2]=2[CH:7]=[CH:6][C:5]=1[OH:8]. Reported procedure: To a flask charged with 4-bromo-2-chloro-3-(hydroxymethyl)phenol (2.44 g, 10.3 mmol) and a stir bar was added CuCN (2.76 g, 30.8 mmol) and DMF (25 mL). The flask was fitted with a condenser and purged three times with Nitrogen. The solution was then heated to 145° C. for 2 hours. At that point, water (0.555 mL, 30.8 mmol) was added to the reaction via a syringe, and the reaction was kept at 100° C. for another 24 hours. The reaction was cooled to RT, diluted with DCM (100 mL), and filtered throu...